This data is from the Open Reaction Database (ORD), a public repository of structured organic reaction records. The task is: describe an organic reaction: reactants, conditions, products, and yield Starting materials: NC1CCN(CC1)CCN1C(C=NC2=CC=C(C=C12)F)=O (1-[2-(4-aminopiperidin-1-yl)ethyl]-7-fluoroquinoxalin-2(1H)-one), COC1=CC=C2N=CC(N(C2=C1)CCN1CCC(CC1)NC(OC(C)(C)C)=O)=O (tert-Butyl {1-[2-(7-methoxy-2-oxoquinoxalin-1(2H)-yl)ethyl]piperidin-4-yl}carbamate), COC1=CC=C2N=CC(N(C2=C1)CCN1CCC(CC1)NC(OC(C)(C)C)=O)=O (tert-Butyl {1-[2-(7-methoxy-2-oxoquinoxalin-1(2H)-yl)ethyl]piperidin-4-yl}carbamate), FC(C(=O)O)(F)F (trifluoroacetic acid). Solvent: ClCCl (dichloromethane). Product: NC1CCN(CC1)CCN1C(C=NC2=CC=C(C=C12)OC)=O (1-[2-(4-Aminopiperidin-1-yl)ethyl]-7-methoxyquinoxalin-2(1H)-one). Yield: 77.4%. As a reaction SMILES: [CH3:1][O:2][C:3]1[CH:12]=[C:11]2[C:6]([N:7]=[CH:8][C:9](=[O:29])[N:10]2[CH2:13][CH2:14][N:15]2[CH2:20][CH2:19][CH:18]([NH:21]C(=O)OC(C)(C)C)[CH2:17][CH2:16]2)=[CH:5][CH:4]=1.FC(F)(F)C(O)=O.NC1CCN(CCN2C3C(=CC=C(F)C=3)N=CC2=O)CC1>ClCCl>[NH2:21][CH:18]1[CH2:17][CH2:16][N:15]([CH2:14][CH2:13][N:10]2[C:11]3[C:6](=[CH:5][CH:4]=[C:3]([O:2][CH3:1])[CH:12]=3)[N:7]=[CH:8][C:9]2=[O:29])[CH2:20][CH2:19]1. Reported procedure: tert-Butyl {1-[2-(7-methoxy-2-oxoquinoxalin-1(2H)-yl)ethyl]piperidin-4-yl}carbamate (Intermediate 147, 190 mg, 0.47 mmol) was reacted with trifluoroacetic acid in dichloromethane as described for Intermediate 140 to give 110 mg of the crude product as an oil. The reactants are O (water), ClC1=CC=C(C=C1)C(O)C1NCCCC1 (alpha-(4-chlorophenyl)-2-piperidinemethanol), C(C1=CC=CC=C1)N1CCC(CC1)=O (N-benzyl-4-piperidone), C1(=CC=C(C=C1)S(=O)(=O)O)C (p-toluenesulfonic acid). The solvent is C=1(C(=CC=CC1)C)C (xylene). Yields the product C(C1=CC=CC=C1)N1CCC2(CC1)OC(C1N2CCCC1)C1=CC=C(C=C1)Cl (hexahydro-1'-benzyl-1-(4-chlorophenyl)spiro[3H-oxazolo[3,4-a]pyridine-3,4'-piperidine]). As a reaction SMILES: [Cl:1][C:2]1[CH:7]=[CH:6][C:5]([CH:8]([CH:10]2[CH2:15][CH2:14][CH2:13][CH2:12][NH:11]2)[OH:9])=[CH:4][CH:3]=1.[CH2:16]([N:23]1[CH2:28][CH2:27][C:26](=O)[CH2:25][CH2:24]1)[C:17]1[CH:22]=[CH:21][CH:20]=[CH:19][CH:18]=1.C1(C)C=CC(S(O)(=O)=O)=CC=1.O>C1(C)C(C)=CC=CC=1>[CH2:16]([N:23]1[CH2:28][CH2:27][C:26]2([N:11]3[CH2:12][CH2:13][CH2:14][CH2:15][CH:10]3[CH:8]([C:5]3[CH:6]=[CH:7][C:2]([Cl:1])=[CH:3][CH:4]=3)[O:9]2)[CH2:25][CH2:24]1)[C:17]1[CH:22]=[CH:21][CH:20]=[CH:19][CH:18]=1. Reported procedure: A mixture of 17 g alpha-(4-chlorophenyl)-2-piperidinemethanol, 15 g of N-benzyl-4-piperidone, and 0.3 g of p-toluenesulfonic acid in 150 ml of xylene is stirred under reflux for 48 hours in a vessel provided with a Dean-Stark water separator. The cooled mixture is filtered and evaporated in vacuo. The residue is crystallized from methanol to provide the product, hexahydro-1'-benzyl-1-(4-chlorophenyl)spiro[3H-oxazolo[3,4-a]pyridine-3,4'-piperidine]; mp 134°-136° C. Starting materials: CSC (dimethyl sulphide), O=O (oxygen), O=[O+][O-] (ozone), CC1=CC=C(C=C1)S(=O)(=O)[O-] (4-methylphenylsulphonate), C1(=CC=CC=C1)C(C1=CC=CC=C1)OC(=O)[C@H]1C(CS[C@H]2N1C([C@H]2N)=O)=C (7β-amino-3-methylene-cepham-4α-carboxylic acid diphenylmethyl ester). The solvent is CO (methanol). Conditions: temperature -12 celsius, time 5 minute. The product is CC1=CC=C(C=C1)S(=O)(=O)[O-] (4-methylphenylsulphonate), C1(=CC=CC=C1)C(C1=CC=CC=C1)OC(=O)[C@H]1C(CS[C@H]2N1C([C@H]2N)=O)=O (7β-amino-cepham-3-one-4α-carboxylic acid diphenylmethyl ester). Reaction SMILES: O=O.[O:3]=[O+][O-].[CH3:6][C:7]1[CH:12]=[CH:11][C:10]([S:13]([O-:16])(=[O:15])=[O:14])=[CH:9][CH:8]=1.[C:17]1([CH:23]([O:30][C:31]([C@@H:33]2[N:38]3[C:39](=[O:42])[C@@H:40]([NH2:41])[C@H:37]3[S:36][CH2:35][C:34]2=C)=[O:32])[C:24]2[CH:29]=[CH:28][CH:27]=[CH:26][CH:25]=2)[CH:22]=[CH:21][CH:20]=[CH:19][CH:18]=1.CSC>CO>[CH3:6][C:7]1[CH:8]=[CH:9][C:10]([S:13]([O-:16])(=[O:15])=[O:14])=[CH:11][CH:12]=1.[C:24]1([CH:23]([O:30][C:31]([C@@H:33]2[N:38]3[C:39](=[O:42])[C@@H:40]([NH2:41])[C@H:37]3[S:36][CH2:35][C:34]2=[O:3])=[O:32])[C:17]2[CH:22]=[CH:21][CH:20]=[CH:19][CH:18]=2)[CH:25]=[CH:26][CH:27]=[CH:28][CH:29]=1. Reported procedure: A stream of oxygen and ozone (containing 0.35 mmol of ozone per minute) is passed for 4 minutes through a solution, cooled to -60° C., of 0.553 g of the 4-methylphenylsulphonate of 7β-amino-3-methylene-cepham-4α-carboxylic acid diphenylmethyl ester in 50 ml of methanol. After a further 5 minutes, the pale blue-coloured solution is treated with 0.3 ml of dimethyl sulphide. the mixture is stirred for 15 minutes at -70° C., for one hour at -12° C. and for one hour in an ice bath and is then evapora... Yields the product CCCOc1ccccc1Nc1ncc(C(=O)OCC)c(=O)[nH]1. Reaction SMILES: [CH2:15]([CH2:16][CH3:17])[O:18][c:19]1[c:20]([NH2:21])[cH:22][cH:23][cH:24][cH:25]1.[CH3:1][S:2][c:3]1[nH:4][c:5](=[O:14])[c:6]([C:9](=[O:10])[O:11][CH2:12][CH3:13])[cH:7][n:8]1.[CH3:26][OH:27]>>[c:3]1([NH:21][c:20]2[c:19]([O:18][CH2:15][CH2:16][CH3:17])[cH:25][cH:24][cH:23][cH:22]2)[nH:4][c:5](=[O:14])[c:6]([C:9](=[O:10])[O:11][CH2:12][CH3:13])[cH:7][n:8]1. Starting materials: CCCOc1ccccc1N, CCOC(=O)c1cnc(SC)[nH]c1=O, CO. Product: C(C1=CC=CC=C1)OC=1C=2N3C(C(=C(C3=CC1)CC)C1=CC=C(C=C1)OCC1=CC=CC=C1)=C(C2)CO (5-Benzyloxy-2-(4-benzyloxyphenyl)-1-ethyl-3-hydroxymethylpyrrolo[2,1,5-cd]indolizine). RXN SMILES: [CH2:1]([O:8][C:9]1[CH:10]=[CH:11][C:12]2[N:13]3[C:17]=1[CH:16]=[C:15]([C:18](OCC)=[O:19])[C:14]3=[C:23]([C:27]1[CH:32]=[CH:31][C:30]([O:33][CH2:34][C:35]3[CH:40]=[CH:39][CH:38]=[CH:37][CH:36]=3)=[CH:29][CH:28]=1)[C:24]=2[CH2:25][CH3:26])[C:2]1[CH:7]=[CH:6][CH:5]=[CH:4][CH:3]=1.[H-].[Al+3].[Li+].[H-].[H-].[H-].O.C(OCC)C>O1CCCC1>[CH2:1]([O:8][C:9]1[C:17]2[N:13]3[C:12](=[CH:11][CH:10]=1)[C:24]([CH2:25][CH3:26])=[C:23]([C:27]1[CH:32]=[CH:31][C:30]([O:33][CH2:34][C:35]4[CH:36]=[CH:37][CH:38]=[CH:39][CH:40]=4)=[CH:29][CH:28]=1)[C:14]3=[C:15]([CH2:18][OH:19])[CH:16]=2)[C:2]1[CH:7]=[CH:6][CH:5]=[CH:4][CH:3]=1 |f:1.2.3.4.5.6|. Starting materials: C(C)OCC (Diethyl ether), C(C1=CC=CC=C1)OC=1C=CC=2N3C(C(=CC13)C(=O)OCC)=C(C2CC)C2=CC=C(C=C2)OCC2=CC=CC=C2 (Ethyl 7-benzyloxy-3-(4-benzyloxyphenyl)-4-ethylpyrrolo[2,1,5-cd]indolizine-2-carboxylate), O (Water), [H-].[Al+3].[Li+].[H-].[H-].[H-] (Lithium aluminium hydride). Run in O1CCCC1 (tetrahydrofuran). Procedure details: Ethyl 7-benzyloxy-3-(4-benzyloxyphenyl)-4-ethylpyrrolo[2,1,5-cd]indolizine-2-carboxylate (15.79 g, 30 mmol) was dissolved in 250 ml of dry tetrahydrofuran under a nitrogen atmosphere. Lithium aluminium hydride (1.8 g, 50 mmol) was added in small portions, and the mixture was stirred at room temperature for 21/2 hours. Water was added until effervescence terminated and solid potassium carbonate was added until a white suspension was formed. Diethyl ether (200 ml) was added and the reaction mixtur... Conditions: time 2 hour.